Dataset: the Open Reaction Database (ORD), a public repository of structured organic reaction records. Task: describe an organic reaction: reactants, conditions, products, and yield Reactants: C(C)(=O)NC1=C(C=CC=C1)C=1NC(N(C1)C1CCN(CC1)CC1=CC=CC=C1)=O (4-[2-(acetylamino)phenyl]-1,3-dihydro-1-[1-(phenylmethyl)-4-piperidinyl]-2H-imidazol-2-one), [OH-].[Na+] (sodium hydroxide). The solvent is C(C)O (ethanol). The product is NC1=C(C=CC=C1)C=1NC(N(C1)C1CCN(CC1)CC1=CC=CC=C1)=O (4-(2-aminophenyl)-1,3-dihydro-1-[1-(phenylmethyl)-4-piperidinyl]-2H-imidazol-2-one). RXN SMILES: C([NH:4][C:5]1[CH:10]=[CH:9][CH:8]=[CH:7][C:6]=1[C:11]1[NH:12][C:13](=[O:29])[N:14]([CH:16]2[CH2:21][CH2:20][N:19]([CH2:22][C:23]3[CH:28]=[CH:27][CH:26]=[CH:25][CH:24]=3)[CH2:18][CH2:17]2)[CH:15]=1)(=O)C.[OH-].[Na+]>C(O)C>[NH2:4][C:5]1[CH:10]=[CH:9][CH:8]=[CH:7][C:6]=1[C:11]1[NH:12][C:13](=[O:29])[N:14]([CH:16]2[CH2:21][CH2:20][N:19]([CH2:22][C:23]3[CH:28]=[CH:27][CH:26]=[CH:25][CH:24]=3)[CH2:18][CH2:17]2)[CH:15]=1 |f:1.2|. Reported procedure: A mixture of 3.0 g (7.68 mmol) of 4-[2-(acetylamino)phenyl]-1,3-dihydro-1-[1-(phenylmethyl)-4-piperidinyl]-2H-imidazol-2-one, 50 ml of 5 N sodium hydroxide solution and 25 ml of ethanol was refluxed for 3 hours. After cooling the organic phase was separated off, dried over sodium sulphate and evaporated down in vacuo. A colourless amorphous substance was obtained in a quantitative yield, Rf=0.53 (eluant: dichloromethane/methanol 9/1 v/v). Reactants: ClCCCCC(C1=CC(=CC(=C1)F)F)C1=NC(=NN1)NC1=CC(=C(C=C1)N1C=NC(=C1)Cl)OC (5-(5-chloro-1-(3,5-difluorophenyl)pentyl)-N-(4-(4-chloro-1H-imidazol-1-yl)-3-methoxyphenyl)-1H-1,2,4-triazol-3-amine), [I-].[Na+] (sodium iodide). Run in CC(=O)C (acetone). Yields the product ClC=1N=CN(C1)C1=C(C=C(C=C1)NC1=NN2C(C(CCCC2)C2=CC(=CC(=C2)F)F)=N1)OC (N-(4-(4-chloro-1H-imidazol-1-yl)-3-methoxyphenyl)-9-(3,5-difluorophenyl)-6,7,8,9-tetrahydro-5H-[1,2,4]triazolo[1,5-a]azepin-2-amine). The yield is 4.3%. As a reaction SMILES: Cl[CH2:2][CH2:3][CH2:4][CH2:5][CH:6]([C:15]1[NH:19][N:18]=[C:17]([NH:20][C:21]2[CH:26]=[CH:25][C:24]([N:27]3[CH:31]=[C:30]([Cl:32])[N:29]=[CH:28]3)=[C:23]([O:33][CH3:34])[CH:22]=2)[N:16]=1)[C:7]1[CH:12]=[C:11]([F:13])[CH:10]=[C:9]([F:14])[CH:8]=1.[I-].[Na+]>CC(C)=O>[Cl:32][C:30]1[N:29]=[CH:28][N:27]([C:24]2[CH:25]=[CH:26][C:21]([NH:20][C:17]3[N:16]=[C:15]4[CH:6]([C:7]5[CH:12]=[C:11]([F:13])[CH:10]=[C:9]([F:14])[CH:8]=5)[CH2:5][CH2:4][CH2:3][CH2:2][N:19]4[N:18]=3)=[CH:22][C:23]=2[O:33][CH3:34])[CH:31]=1 |f:1.2|. Procedure details: A solution of 5-(5-chloro-1-(3,5-difluorophenyl)pentyl)-N-(4-(4-chloro-1H-imidazol-1-yl)-3-methoxyphenyl)-1H-1,2,4-triazol-3-amine (855 mg, 1.685 mmol), sodium iodide (1.26 g, 8.43 mmol), and diisoproplylethylamine (0.589 mL, 3.37 mmol) in acetone (20 mL) was heated in a sealed vessel at 100° C. for 4 h. The reaction was concentrated in vacuo. The crude product was purified using reverse phase preparatory-HPLC (MeOH/water/TFA). The purified material was crystallized from methanol to afford 34 mg... Reactants: FC(CCC=C)C1=CC(=CC=C1)I (1-(1-Fluoro-pent-4-enyl)-3-iodo-benzene), TEA, FC(OC1=CC=C(C=C1)C#C)F (1-Difluoromethoxy-4-ethynyl-benzene). The reagents and catalysts are Cl[Pd]([P](C1=CC=CC=C1)(C2=CC=CC=C2)C3=CC=CC=C3)([P](C4=CC=CC=C4)(C5=CC=CC=C5)C6=CC=CC=C6)Cl (dichlorbis(triphenylphospine)palladium), [Cu](I)I (copper iodide). The solvent is CN(C)C=O (DMF). Run at temperature 65 celsius. The product is FC(OC1=CC=C(C=C1)C#CC1=CC(=CC=C1)C(CCC=C)F)F (1-{[4-(difluoromethoxy)phenyl]ethynyl}-3-(1-fluoropent-4-en-1-yl)benzene). The yield is 54.0%. As a reaction SMILES: [F:1][CH:2]([C:7]1[CH:12]=[CH:11][CH:10]=[C:9](I)[CH:8]=1)[CH2:3][CH2:4][CH:5]=[CH2:6].[F:14][CH:15]([F:25])[O:16][C:17]1[CH:22]=[CH:21][C:20]([C:23]#[CH:24])=[CH:19][CH:18]=1>CN(C=O)C.Cl[Pd](Cl)([P](C1C=CC=CC=1)(C1C=CC=CC=1)C1C=CC=CC=1)[P](C1C=CC=CC=1)(C1C=CC=CC=1)C1C=CC=CC=1.[Cu](I)I>[F:14][CH:15]([F:25])[O:16][C:17]1[CH:22]=[CH:21][C:20]([C:23]#[C:24][C:9]2[CH:10]=[CH:11][CH:12]=[C:7]([CH:2]([F:1])[CH2:3][CH2:4][CH:5]=[CH2:6])[CH:8]=2)=[CH:19][CH:18]=1 |^1:33,52|. Reported procedure: To a solution of 1-(1-Fluoro-pent-4-enyl)-3-iodo-benzene (0.4 g, 1.38 mmol) in DMF (6 ml) were added TEA (0.96 ml, 6.9 mmol) and 1-Difluoromethoxy-4-ethynyl-benzene (0.233 g, 1.378 mmol). The reaction was degassed by bubbling argon through it for 5 minute and then dichlorbis(triphenylphospine)palladium (0.048 g, 0.069 mmol), and copper iodide (0.013 g, 0.693 mmol) were added simultaneously. The reaction mixture was heated at 65° C. for 15 min. cooled and quenched with 0.1 N HCl (15 ml). The aque... The reactants are N(=[N+]=[N-])[C@H]1[C@H](SC)O[C@@H]([C@H]([C@@H]1OCC1=CC=C(C=C1)OC)O)CO[Si](C1=CC=CC=C1)(C1=CC=CC=C1)C(C)(C)C (Methyl 2-azido-6-O-tert-butyldiphenylsilyl-2-deoxy-3-O-(4-methoxybenzyl)-1-thio-β-D-glucopyranoside), C=1(C(=CC=CC1)C(=O)Cl)C1=CC=CC=C1 (Biphenylcarbonyl chloride). The reagents and catalysts are CN(C1=CC=NC=C1)C (4-dimethylaminopyridine). The solvent is ClCCCl (1,2-dichloroethane). The product is N(=[N+]=[N-])[C@H]1[C@H](SC)O[C@@H]([C@H]([C@@H]1OCC1=CC=C(C=C1)OC)OC(=O)C=1C(=CC=CC1)C1=CC=CC=C1)CO[Si](C1=CC=CC=C1)(C1=CC=CC=C1)C(C)(C)C (methyl 2-azido-6-O-tert-butyldiphenylsilyl-4-O-biphenylcarbonyl-2-deoxy-3-O-(4-methoxybenzyl)-1-thio-β-D-glucopyranoside). Yield: 76.5%. Reaction SMILES: [N:1]([C@@H:4]1[C@@H:11]([O:12][CH2:13][C:14]2[CH:19]=[CH:18][C:17]([O:20][CH3:21])=[CH:16][CH:15]=2)[C@H:10]([OH:22])[C@@H:9]([CH2:23][O:24][Si:25]([C:38]([CH3:41])([CH3:40])[CH3:39])([C:32]2[CH:37]=[CH:36][CH:35]=[CH:34][CH:33]=2)[C:26]2[CH:31]=[CH:30][CH:29]=[CH:28][CH:27]=2)[O:8][C@H:5]1[S:6][CH3:7])=[N+:2]=[N-:3].[C:42]1([C:51]2[CH:56]=[CH:55][CH:54]=[CH:53][CH:52]=2)[C:43]([C:48](Cl)=[O:49])=[CH:44][CH:45]=[CH:46][CH:47]=1>CN(C)C1C=CN=CC=1.ClCCCl>[N:1]([C@@H:4]1[C@@H:11]([O:12][CH2:13][C:14]2[CH:15]=[CH:16][C:17]([O:20][CH3:21])=[CH:18][CH:19]=2)[C@H:10]([O:22][C:48]([C:43]2[C:42]([C:51]3[CH:56]=[CH:55][CH:54]=[CH:53][CH:52]=3)=[CH:47][CH:46]=[CH:45][CH:44]=2)=[O:49])[C@@H:9]([CH2:23][O:24][Si:25]([C:38]([CH3:41])([CH3:40])[CH3:39])([C:32]2[CH:37]=[CH:36][CH:35]=[CH:34][CH:33]=2)[C:26]2[CH:27]=[CH:28][CH:29]=[CH:30][CH:31]=2)[O:8][C@H:5]1[S:6][CH3:7])=[N+:2]=[N-:3]. Procedure: A mixture of methyl 2-azido-6-O-tert-butyldiphenylsilyl-2-deoxy-3-O-(4-methoxybenzyl)-1-thio-β-D glucopyranoside (10) (12.7 g, 21.46 mmol), 4-dimethylaminopyridine (5.23 g, 42.92 mmol) in dry 1,2-dichloroethane (100 mL) was stirred at room temperature. Biphenylcarbonyl chloride (6.97 g, 32.19 mmol) was added to the stirred reaction mixture in 15 minutes. After the addition the resulting suspension was stirred under reflux for 3 hours. The reaction mixture was cooled to 10° C. and filtered. The c... Reactants: ClC=1SC2=C(N1)C=CC(=C2)OC (2-chloro-6-methoxybenzo[d]thiazole), C1(CCCCC1)CN (cyclohexylmethanamine), CCN(C(C)C)C(C)C (DIPEA). Solvent: CN1CCCC1=O (NMP), CCOC(=O)C (EtOAc). Conditions: temperature 107.5 celsius, time 66 hour. The product is C1(CCCCC1)CNC=1SC2=C(N1)C=CC(=C2)OC (N-(cyclohexylmethyl)-6-methoxybenzo[d]thiazol-2-amine). Yield: 94.9%. As a reaction SMILES: Cl[C:2]1[S:3][C:4]2[CH:10]=[C:9]([O:11][CH3:12])[CH:8]=[CH:7][C:5]=2[N:6]=1.[CH:13]1([CH2:19][NH2:20])[CH2:18][CH2:17][CH2:16][CH2:15][CH2:14]1.CCN(C(C)C)C(C)C>CN1C(=O)CCC1.CCOC(C)=O>[CH:13]1([CH2:19][NH:20][C:2]2[S:3][C:4]3[CH:10]=[C:9]([O:11][CH3:12])[CH:8]=[CH:7][C:5]=3[N:6]=2)[CH2:18][CH2:17][CH2:16][CH2:15][CH2:14]1. Procedure: To a solution of 2-chloro-6-methoxybenzo[d]thiazole (900 mg, 4.5 mmol) in 4.5 mL of NMP was added cyclohexylmethanamine (865 mg, 7.65 mmol) and DIPEA (1.57 mL, 9.0 mmol). The reaction solution was stirred at 105-110° C. for 66 hours. The reaction was diluted with EtOAc (250 mL) and washed with saturated NaHCO3 (2×60 mL), water (3×60 mL), saturated NaCl (60 mL), dried with sodium sulfate, filtered and concentrated in vacuo to give N-(cyclohexylmethyl)-6-methoxybenzo[d]thiazol-2-amine as a solid (... The reactants are C(C)(C)C1=C(C(=CC(=C1)C(C)C)C(C)C)S(=O)(=O)NN=C(CCN(C)C)C1=CC=CC=C1 (β-dimethylaminopropiophenone 2,4,6-triisopropylbenzenesulphonylhydrazone), powder, C1(CCCCC1)=O (cyclohexanone). Product: OC1(CCCC2=CC=CC=C12)C(=CCN(C)C)C1=CC=CC=C1 (1-(1-hydroxy-1,2,3,4-tetrahydro-1-naphthyl)-3-dimethylamino-1-phenyl-1-propene). Reaction SMILES: C(C1C=C(C(C)C)C=C(C(C)C)C=1S(NN=[C:21]([C:27]1[CH:32]=[CH:31][CH:30]=[CH:29][CH:28]=1)[CH2:22][CH2:23][N:24]([CH3:26])[CH3:25])(=O)=O)(C)C.[C:33]1(=[O:39])[CH2:38][CH2:37][CH2:36][CH2:35][CH2:34]1>>[OH:39][C:33]1([C:21]([C:27]2[CH:28]=[CH:29][CH:30]=[CH:31][CH:32]=2)=[CH:22][CH2:23][N:24]([CH3:25])[CH3:26])[C:38]2[C:37](=[CH:27][CH:21]=[CH:22][CH:23]=2)[CH2:36][CH2:35][CH2:34]1. Procedure: By using a procedure similar to that described in Example 22 but starting from β-dimethylaminopropiophenone 2,4,6-triisopropylbenzenesulphonylhydrazone (20 g) and from cyclohexanone (5 cc), 1-(1-hydroxy-1-cyclohexyl)-3-dimethylamino-1-phenyl-1-propene (Z) hydrochloride (6 g) is obtained in the form of a white powder melting at 197° C. after recrystallisation from a mixture (50 cc) of isopropanol and isopropyl ether (60/40 by volume). Reactants: [Cl-], [H-], [Na+], CN(C)C=O, O, O=Cc1ccc(O)cc1, c1ccc([P+](Cc2ccc(OCc3ccc4ccccc4n3)cc2)(c2ccccc2)c2ccccc2)cc1. The product is Oc1ccc(C=Cc2ccc(OCc3ccc4ccccc4n3)cc2)cc1. As a reaction SMILES: [Cl-:1].[H-:41].[Na+:40].[O:52]=[CH:53][N:54]([CH3:55])[CH3:56].[OH2:51].[OH:42][c:43]1[cH:44][cH:45][c:46]([CH:47]=[O:48])[cH:49][cH:50]1.[n:2]1[c:3]([CH2:12][O:13][c:14]2[cH:15][cH:16][c:17]([CH2:18][P+:19]([c:20]3[cH:21][cH:22][cH:23][cH:24][cH:25]3)([c:26]3[cH:27][cH:28][cH:29][cH:30][cH:31]3)[c:32]3[cH:33][cH:34][cH:35][cH:36][cH:37]3)[cH:38][cH:39]2)[cH:4][cH:5][c:6]2[cH:7][cH:8][cH:9][cH:10][c:11]12>>[n:2]1[c:3]([CH2:12][O:13][c:14]2[cH:15][cH:16][c:17]([CH:18]=[CH:47][c:46]3[cH:45][cH:44][c:43]([OH:42])[cH:50][cH:49]3)[cH:38][cH:39]2)[cH:4][cH:5][c:6]2[cH:7][cH:8][cH:9][cH:10][c:11]12.